From a dataset of the Open Reaction Database (ORD), a public repository of structured organic reaction records. describe an organic reaction: reactants, conditions, products, and yield The reactants are C(CCC(=O)OCC)(=O)OCC (diethyl succinate), C(C(C)C)=O (isobutyraldehyde), CC(C)([O-])C.[K+] (potassium tert-butoxide). The solvent is C(C)(C)(C)O (tert-butanol). Conditions: time 1 hour. Yields the product C(C)OC(C(CC(=O)O)=CC(C)C)=O (2-Isobutylidenesuccinic acid mono-ethyl ester). The yield is 67.9%. As a reaction SMILES: [CH3:1][C:2]([CH3:5])([O-])[CH3:3].[K+].[C:7]([O:16]CC)(=[O:15])[CH2:8][CH2:9][C:10]([O:12][CH2:13][CH3:14])=[O:11].C(=O)C(C)C>C(O)(C)(C)C>[CH2:13]([O:12][C:10](=[O:11])[C:9](=[CH:1][CH:2]([CH3:5])[CH3:3])[CH2:8][C:7]([OH:16])=[O:15])[CH3:14] |f:0.1|. Reported procedure: To a solution of 11.2 g (0.1 mol) potassium tert-butoxide in 100 ml tert-butanol was added a mixture of 17.4 g (0.1 mol) diethyl succinate and 7.2 g (0.1 mol) isobutyraldehyde over a period of 30 min. The mixture was allowed to stir at room temperature for one hour and heated to 50° C. for an additional hour. The solvent was removed under reduced pressure, the residue was dissolved in 100 ml water and transferred into a separation funnel. The solution was extracted twice with 50 ml ethyl acetate... Solvent: C(Cl)Cl (DCM), CO (methanol). Conditions: temperature 22 celsius, time 24 hour. Starting materials: Cl (Hydrogen chloride), ClC1=CC=C(C=C1)C(CCS(N)(=O)=O)NC(OC(C)(C)C)=O (tert-butyl 1-(4-chlorophenyl)-3-sulfamoylpropylcarbamate), ClC1=CC=C(C=C1)C(CCS(N)(=O)=O)NC(OC(C)(C)C)=O (tert-butyl 1-(4-chlorophenyl)-3-sulfamoylpropylcarbamate). Yield: 73.1%. Product: NC(CCS(=O)(=O)N)C1=CC=C(C=C1)Cl (3-amino-3-(4-chlorophenyl)propane-1-sulfonamide). RXN SMILES: Cl.[Cl:2][C:3]1[CH:8]=[CH:7][C:6]([CH:9]([NH:16]C(=O)OC(C)(C)C)[CH2:10][CH2:11][S:12](=[O:15])(=[O:14])[NH2:13])=[CH:5][CH:4]=1>C(Cl)Cl.CO>[NH2:16][CH:9]([C:6]1[CH:7]=[CH:8][C:3]([Cl:2])=[CH:4][CH:5]=1)[CH2:10][CH2:11][S:12]([NH2:13])(=[O:14])=[O:15]. Reported procedure: Hydrogen chloride (4M in dioxan, 1.0 mL, 4.00 mmol) was added to tert-butyl 1-(4-chlorophenyl)-3-sulfamoylpropylcarbamate (Intermediate 103) (38 mg, 0.11 mmol) in a mixture of DCM (5 mL) and methanol (2 mL) at 22° C. The resulting solution was stirred at 22° C. for 24 hours. The mixture was evaporated to dryness and the residue was purified by ion exchange chromatography, using an SCX column. The desired product was eluted from the column using 30% (2M NH3 in MeOH) in DCM and pure fractions were...